Task: describe an organic reaction: reactants, conditions, products, and yield. Dataset: the Open Reaction Database (ORD), a public repository of structured organic reaction records Starting materials: CC(C(=O)O)=CCCC(=CCCC(=CCCC(=CCCC(=CCCC(C)=O)C)C)C)C (2,6,10,14,18-pentamethyl-22-oxo-2,6,10,14,18-tricosapentaenoic acid), O.N (ammonia water), C(C)(=O)OC(C)=O (acetic anhydride). Product: CC(CNC(C)=O)=CCCC(=CCCC(=CCCC(=CCCC(=CCCC(C)=O)C)C)C)C (N-(2,6,10,14,18-pentamethyl-22-oxo-2,6,10,14,18-tricosapentaenyl)acetamide). Reaction SMILES: [CH3:1][C:2](=[CH:6][CH2:7][CH2:8][C:9]([CH3:31])=[CH:10][CH2:11][CH2:12][C:13]([CH3:30])=[CH:14][CH2:15][CH2:16][C:17]([CH3:29])=[CH:18][CH2:19][CH2:20][C:21]([CH3:28])=[CH:22][CH2:23][CH2:24][C:25](=[O:27])[CH3:26])[C:3](O)=O.O.[NH3:33].[C:34]([O:37]C(=O)C)(=O)[CH3:35]>>[CH3:1][C:2](=[CH:6][CH2:7][CH2:8][C:9]([CH3:31])=[CH:10][CH2:11][CH2:12][C:13]([CH3:30])=[CH:14][CH2:15][CH2:16][C:17]([CH3:29])=[CH:18][CH2:19][CH2:20][C:21]([CH3:28])=[CH:22][CH2:23][CH2:24][C:25](=[O:27])[CH3:26])[CH2:3][NH:33][C:34](=[O:37])[CH3:35] |f:1.2|. Procedure details: Starting materials: 2,6,10,14,18-pentamethyl-22-oxo-2,6,10,14,18-tricosapentaenoic acid; ammonia water (28% ammonia water); and acetic anhydride.